From a dataset of the Open Reaction Database (ORD), a public repository of structured organic reaction records. describe an organic reaction: reactants, conditions, products, and yield Starting materials: CCCN, CCO, COc1ccc(Cn2cnc3c(Cl)ncnc32)cc1OC. Yields the product CCCNc1ncnc2c1ncn2Cc1ccc(OC)c(OC)c1. As a reaction SMILES: [CH3:22][CH2:23][CH2:24][NH2:25].[CH3:26][CH2:27][OH:28].[Cl:1][c:2]1[c:3]2[n:4][cH:5][n:6]([CH2:11][c:12]3[cH:13][c:14]([O:15][CH3:16])[c:17]([O:18][CH3:19])[cH:20][cH:21]3)[c:7]2[n:8][cH:9][n:10]1>>[c:2]1([NH:25][CH2:24][CH2:23][CH3:22])[c:3]2[n:4][cH:5][n:6]([CH2:11][c:12]3[cH:13][c:14]([O:15][CH3:16])[c:17]([O:18][CH3:19])[cH:20][cH:21]3)[c:7]2[n:8][cH:9][n:10]1. The reactants are OC=1C=C2C=CC(=CC2=CC1)Br (6-hydroxy-2-bromonaphthalene), FC=1C=C(C=C(C1F)F)B(O)O (3,4,5-trifluorophenyl boronic acid), C(=O)([O-])[O-].[K+].[K+] (K2CO3). The reagents and catalysts are [N+](CCCC)(CCCC)(CCCC)CCCC.[Br-] (Bu4NBr). Solvent: C1(=CC=CC=C1)C (toluene). Conditions: temperature 85 celsius. The product is FC=1C=C(C=C(C1F)F)C=1C=C2C=CC(=CC2=CC1)O (6-(3,4,5-trifluorophenyl)naphthalene-2-ol). RXN SMILES: [OH:1][C:2]1[CH:3]=[C:4]2[C:9](=[CH:10][CH:11]=1)[CH:8]=[C:7](Br)[CH:6]=[CH:5]2.[F:13][C:14]1[CH:15]=[C:16](B(O)O)[CH:17]=[C:18]([F:21])[C:19]=1[F:20].C([O-])([O-])=O.[K+].[K+]>[N+](CCCC)(CCCC)(CCCC)CCCC.[Br-].C1(C)C=CC=CC=1>[F:13][C:14]1[CH:15]=[C:16]([C:7]2[CH:8]=[C:9]3[C:4](=[CH:5][CH:6]=2)[CH:3]=[C:2]([OH:1])[CH:11]=[CH:10]3)[CH:17]=[C:18]([F:21])[C:19]=1[F:20] |f:2.3.4,5.6|. Procedure details: A flame dried 500 ml round-bottomed flask with a magnetic stir bar, was charged with 6-hydroxy-2-bromonaphthalene (8.0 g, 35.89 mMol), 3,4,5-trifluorophenyl boronic acid (6.9 g, 39.5 mMol), 75 mL toluene, 2M K2CO3 (80 mL), Bu4NBr (50 mg) and the mixture flushed with argon for 10 min. [Pd(PPh3)4] (0.5 g) was added and the mixture heated under argon at ˜85° C. overnight, with vigorous stirring. After cooling to room temperature, 50 mL water was added, extracted with 3×25 mL ethyl acetate, the orga...